Task: describe an organic reaction: reactants, conditions, products, and yield. Dataset: the Open Reaction Database (ORD), a public repository of structured organic reaction records Starting materials: CCOC(=O)C1=CC(C)=CN2CCS(=O)(=O)N=C12, CO, Cl, [Na+], [OH-], O. Yields the product CC1=CN2CCS(=O)(=O)N=C2C(C(=O)O)=C1. As a reaction SMILES: [CH3:1][C:2]1=[CH:11][N:10]2[C:5](=[N:6][S:7](=[O:12])(=[O:13])[CH2:8][CH2:9]2)[C:4]([C:14](=[O:15])[O:16][CH2:17][CH3:18])=[CH:3]1.[CH3:23][OH:24].[ClH:21].[Na+:20].[OH-:19].[OH2:22]>>[CH3:1][C:2]1=[CH:11][N:10]2[C:5](=[N:6][S:7](=[O:12])(=[O:13])[CH2:8][CH2:9]2)[C:4]([C:14](=[O:15])[OH:16])=[CH:3]1.